The task is: describe an organic reaction: reactants, conditions, products, and yield. This data is from the Open Reaction Database (ORD), a public repository of structured organic reaction records. Procedure: To a suspension of trans-4-(2-amino-6-chloro-8-oxo-7,8-dihydropurin-9-yl)cyclohexyl-1H-imidazole-1-carboxylate (10.6 g, 28.1 mmol) in anhydrous methanol (400 mL) was added potassium carbonate (1.1 g, 10% wt) with stirring at room temperature. After 15 h, the reaction was found to be complete by LC-MS. The solvent was removed in vacuo, and water (1 L) was added with stirring at room temperature. Filtration under vacuum gave the desired product as a pink solid (yield quantitative). MS (EI) m/z 342... Reaction SMILES: [NH2:1][C:2]1[N:10]=[C:9]2[C:5]([NH:6][C:7](=[O:25])[N:8]2[C@H:11]2[CH2:16][CH2:15][C@H:14](C3N(C([O-])=O)C=CN=3)[CH2:13][CH2:12]2)=[C:4]([Cl:26])[N:3]=1.[C:27](=[O:30])([O-:29])[O-:28].[K+].[K+].[CH3:33]O>>[C:27](=[O:29])([O:28][CH3:33])[O:30][C@H:14]1[CH2:13][CH2:12][C@H:11]([N:8]2[C:7](=[O:25])[NH:6][C:5]3[C:9]2=[N:10][C:2]([NH2:1])=[N:3][C:4]=3[Cl:26])[CH2:16][CH2:15]1 |f:1.2.3|. The product is C(O[C@@H]1CC[C@H](CC1)N1C2=NC(=NC(=C2NC1=O)Cl)N)(OC)=O (Trans-4-(2-amino-6-chloro-8-oxo-7,8-dihydropurin-9-yl)cyclohexyl methyl carbonate). Run at time 15 hour. Starting materials: NC1=NC(=C2NC(N(C2=N1)[C@@H]1CC[C@H](CC1)C=1N(C=CN1)C(=O)[O-])=O)Cl (trans-4-(2-amino-6-chloro-8-oxo-7,8-dihydropurin-9-yl)cyclohexyl-1H-imidazole-1-carboxylate), CO (methanol), C([O-])([O-])=O.[K+].[K+] (potassium carbonate). The reactants are COCCOc1ccc(NC(=O)Nc2ccc(Nc3ncc(Cl)cc3-c3nc(C)nc(N(Cc4ccc(OC)cc4)Cc4ccc(OC)cc4)n3)cn2)cc1, CC(C)O, ClC(Cl)Cl, O=C(O)C(F)(F)F, [Na+], [Na+], O=C([O-])[O-], O=S(=O)(O)C(F)(F)F. The product is COCCOc1ccc(NC(=O)Nc2ccc(Nc3ncc(Cl)cc3-c3nc(C)nc(N)n3)cn2)cc1. RXN SMILES: [CH3:1][O:2][c:3]1[cH:4][cH:5][c:6]([CH2:7][N:8]([c:9]2[n:10][c:11](-[c:16]3[c:17]([NH:23][c:24]4[cH:25][cH:26][c:27]([NH:30][C:31](=[O:32])[NH:33][c:34]5[cH:35][cH:36][c:37]([O:40][CH2:41][CH2:42][O:43][CH3:44])[cH:38][cH:39]5)[n:28][cH:29]4)[n:18][cH:19][c:20]([Cl:22])[cH:21]3)[n:12][c:13]([CH3:15])[n:14]2)[CH2:45][c:46]2[cH:47][cH:48][c:49]([O:50][CH3:51])[cH:52][cH:53]2)[cH:54][cH:55]1.[CH:70]([OH:71])([CH3:72])[CH3:73].[Cl:81][CH:82]([Cl:83])[Cl:84].[F:74][C:75]([F:76])([F:77])[C:78]([OH:79])=[O:80].[Na+:64].[Na+:65].[O-:66][C:67](=[O:68])[O-:69].[OH:56][S:57]([C:58]([F:59])([F:60])[F:61])(=[O:62])=[O:63]>>[NH2:8][c:9]1[n:10][c:11](-[c:16]2[c:17]([NH:23][c:24]3[cH:25][cH:26][c:27]([NH:30][C:31](=[O:32])[NH:33][c:34]4[cH:35][cH:36][c:37]([O:40][CH2:41][CH2:42][O:43][CH3:44])[cH:38][cH:39]4)[n:28][cH:29]3)[n:18][cH:19][c:20]([Cl:22])[cH:21]2)[n:12][c:13]([CH3:15])[n:14]1. Starting materials: BrC=1C=C(C#N)C=CC1 (m-bromobenzonitrile), Cl (HCl), CO (MeOH). Reaction conditions: time 3 hour. Yields the product Cl.BrC=1C=C(C=CC1)C(OC)=N (Methyl 3-bromobenzenecarboximidoate hydrochloride). RXN SMILES: [Br:1][C:2]1[CH:3]=[C:4]([CH:7]=[CH:8][CH:9]=1)[C:5]#[N:6].[ClH:10].[CH3:11][OH:12]>>[ClH:10].[Br:1][C:2]1[CH:3]=[C:4]([C:5](=[NH:6])[O:12][CH3:11])[CH:7]=[CH:8][CH:9]=1 |f:3.4|. Procedure details: A solution of m-bromobenzonitrile (1.82 g; 10 mmol) in MeOH (20 mL) at 0° C. was sparged with HCl gas for 30 min, the reaction flask was stoppered and aged in a refrigerator (ca. 5° C.) for 3 h. The mixture was sparged with N2 to remove excess HCl, concentrated in vacuo (2×PhMe chase) and dried under high vacuum ca. 45 min, affording the title compound as a colorless solid which was used directly for Step 2 below. LC/MS (method A) tR 0.81 min, m/z 214, 216 (M+H, Br isotopes). Starting materials: FC(C(=O)O)(F)F (trifluoroacetic acid), C1(=CC=C(C=C1)C(=O)NCC=1C=C(C=CC1)NC(OC(C)(C)C)=O)C1=CC=CC=C1 (tert-Butyl 3-{[(1,1′-biphenyl-4-ylcarbonyl)amino]methyl}phenylcarbamate), FC(C(=O)O)(F)F (Trifluoroacetic acid), starting material, O (Water). Run in C(Cl)Cl (DCM). Conditions: time 8 hour. Product: NC=1C=C(CNC(=O)C2=CC=C(C=C2)C2=CC=CC=C2)C=CC1 (N-(3-Aminobenzyl)-1,1′-biphenyl-4-carboxamide). Yield: 102.0%. RXN SMILES: [C:1]1([C:25]2[CH:30]=[CH:29][CH:28]=[CH:27][CH:26]=2)[CH:6]=[CH:5][C:4]([C:7]([NH:9][CH2:10][C:11]2[CH:12]=[C:13]([NH:17]C(=O)OC(C)(C)C)[CH:14]=[CH:15][CH:16]=2)=[O:8])=[CH:3][CH:2]=1.FC(F)(F)C(O)=O.O>C(Cl)Cl>[NH2:17][C:13]1[CH:12]=[C:11]([CH:16]=[CH:15][CH:14]=1)[CH2:10][NH:9][C:7]([C:4]1[CH:5]=[CH:6][C:1]([C:25]2[CH:30]=[CH:29][CH:28]=[CH:27][CH:26]=2)=[CH:2][CH:3]=1)=[O:8]. Procedure: tert-Butyl 3-{[(1,1′-biphenyl-4-ylcarbonyl)amino]methyl}phenylcarbamate (250 mg, 0.6 mmol) was dissolved in DCM (10 ml). Trifluoroacetic acid (0.2 ml) was added. The mixture was stirred overnight. HPLC showed that more than 50% of the starting material was not reacted. More trifluoroacetic acid (0.3 ml) was added. The mixture was stirred overnight again. Water was added into the mixture. The phases were not clear. DCM was evaporated in vacuum Ethyl acetate was added to the residue. The obtained ... Reactants: BrC1CCCC1, [Cl-], CCOC(=O)Cc1cc(Cl)c(OCC(F)(F)F)c(-c2ccc(C(F)(F)F)cc2)c1, [H-], [NH4+], [Na+], CN(C)C=O. Product: CCOC(=O)C(c1cc(Cl)c(OCC(F)(F)F)c(-c2ccc(C(F)(F)F)cc2)c1)C1CCCC1. RXN SMILES: [CH:32]1([Br:37])[CH2:33][CH2:34][CH2:35][CH2:36]1.[Cl-:38].[Cl:1][c:2]1[cH:3][c:4]([CH2:24][C:25](=[O:26])[O:27][CH2:28][CH3:29])[cH:5][c:6](-[c:14]2[cH:15][cH:16][c:17]([C:20]([F:21])([F:22])[F:23])[cH:18][cH:19]2)[c:7]1[O:8][CH2:9][C:10]([F:11])([F:12])[F:13].[H-:31].[NH4+:39].[Na+:30].[O:40]=[CH:41][N:42]([CH3:43])[CH3:44]>>[Cl:1][c:2]1[cH:3][c:4]([CH:24]([C:25](=[O:26])[O:27][CH2:28][CH3:29])[CH:32]2[CH2:33][CH2:34][CH2:35][CH2:36]2)[cH:5][c:6](-[c:14]2[cH:15][cH:16][c:17]([C:20]([F:21])([F:22])[F:23])[cH:18][cH:19]2)[c:7]1[O:8][CH2:9][C:10]([F:11])([F:12])[F:13]. The reactants are C1=CC=C(C=2OC3=C(C21)C=CC=C3)B(O)O (dibenzo[b,d]furan-4-ylboronic acid), BrC1=CC=C(C=C1)[Si](C1=CC=CC=C1)(C1=CC=CC=C1)C1=CC=C(C=C1)Br (bis(4-bromophenyl)diphenylsilane), C(=O)([O-])[O-].[K+].[K+] (K2CO3). The reagents and catalysts are C=1C=CC(=CC1)[P](C=2C=CC=CC2)(C=3C=CC=CC3)[Pd]([P](C=4C=CC=CC4)(C=5C=CC=CC5)C=6C=CC=CC6)([P](C=7C=CC=CC7)(C=8C=CC=CC8)C=9C=CC=CC9)[P](C=1C=CC=CC1)(C=1C=CC=CC1)C=1C=CC=CC1 (Pd(PPh3)4). Run in C1(=CC=CC=C1)C (toluene), O (water). Product: BrC1=CC=C(C=C1)[Si](C1=CC=CC=C1)(C1=CC=CC=C1)C1=CC=C(C=C1)C=1C=CCC23C1OC=C2C=CC=C3 ((4-bromophenyl)(4-(dibenzo[b,c]furan-4-yl)phenyl)diphenylsilane). Yield: 43.9%. As a reaction SMILES: [CH:1]1[C:9]2[C:8]3[CH:10]=[CH:11][CH:12]=[CH:13][C:7]=3[O:6][C:5]=2[C:4](B(O)O)=[CH:3][CH:2]=1.Br[C:18]1[CH:23]=[CH:22][C:21]([Si:24]([C:37]2[CH:42]=[CH:41][C:40]([Br:43])=[CH:39][CH:38]=2)([C:31]2[CH:36]=[CH:35][CH:34]=[CH:33][CH:32]=2)[C:25]2[CH:30]=[CH:29][CH:28]=[CH:27][CH:26]=2)=[CH:20][CH:19]=1.C([O-])([O-])=O.[K+].[K+]>C1(C)C=CC=CC=1.O.C1C=CC([P]([Pd]([P](C2C=CC=CC=2)(C2C=CC=CC=2)C2C=CC=CC=2)([P](C2C=CC=CC=2)(C2C=CC=CC=2)C2C=CC=CC=2)[P](C2C=CC=CC=2)(C2C=CC=CC=2)C2C=CC=CC=2)(C2C=CC=CC=2)C2C=CC=CC=2)=CC=1>[Br:43][C:40]1[CH:39]=[CH:38][C:37]([Si:24]([C:31]2[CH:32]=[CH:33][C:34]([C:13]3[CH:12]=[CH:11][CH2:10][C:8]45[CH:9]=[CH:1][CH:2]=[CH:3][C:4]4=[CH:5][O:6][C:7]=35)=[CH:35][CH:36]=2)([C:21]2[CH:22]=[CH:23][CH:18]=[CH:19][CH:20]=2)[C:25]2[CH:30]=[CH:29][CH:28]=[CH:27][CH:26]=2)=[CH:42][CH:41]=1 |f:2.3.4,^1:61,63,82,101|. Procedure details: A solution of dibenzo[b,d]furan-4-ylboronic acid (2.60 g, 12.26 mmol), with bis(4-bromophenyl)diphenylsilane (12.12 g, 24.53 mmol), Pd(PPh3)4 (0.283 g, 0.245 mmol) and K2CO3 (5.08 g, 36.8 mmol) in toluene (200 mL) and water (50 mL) was refluxed under nitrogen overnight. After cooling to room temperature, the organic phase was isolated. Upon evaporation of the solvent, the residue was purified by column chromatography on silica gel with hexane:DCM (9:1, v/v) as eluent to yield (4-bromophenyl)(4-(... Starting materials: CCOc1cc(N)cc(C(=O)OC)c1, O=C(Cl)CCCCl, ClCCl. The product is CCOc1cc(NC(=O)CCCCl)cc(C(=O)OC)c1. As a reaction SMILES: [CH3:1][O:2][C:3]([c:4]1[cH:5][c:6]([NH2:13])[cH:7][c:8]([O:10][CH2:11][CH3:12])[cH:9]1)=[O:14].[Cl:15][CH2:16][CH2:17][CH2:18][C:19](=[O:20])[Cl:21].[Cl:22][CH2:23][Cl:24]>>[CH3:1][O:2][C:3]([c:4]1[cH:5][c:6]([NH:13][C:19]([CH2:18][CH2:17][CH2:16][Cl:15])=[O:20])[cH:7][c:8]([O:10][CH2:11][CH3:12])[cH:9]1)=[O:14].